This data is from the Open Reaction Database (ORD), a public repository of structured organic reaction records. The task is: describe an organic reaction: reactants, conditions, products, and yield Reactants: C(C1=CC=CC=C1)OCCCN1N=C(C(=C1C)B1OC(C(O1)(C)C)(C)C)C (1-[3-(Benzyloxy)propyl]-3,5-dimethyl-4-(4,4,5,5-tetramethyl-1,3,2-dioxaborolan-2-yl)-1H-pyrazole), C(C1=CC=CC=C1)OCCCN1N=C(C(=C1C)B1OC(C(O1)(C)C)(C)C)C (1-[3-(Benzyloxy)propyl]-3,5-dimethyl-4-(4,4,5,5-tetramethyl-1,3,2-dioxaborolan-2-yl)-1H-pyrazole), C(C)OP(=O)(O)CC1=CC(=C(C=C1)NC1=NC=C(C(=N1)NC=1C=CC(=NC1C(NC)=O)C=1C=C(N(C1)CCCO)C(=O)OC)C(F)(F)F)OC (Methyl 4-[5-({2-[(4-{[ethoxy(hydroxy)phosphoryl]methyl}-2-methoxyphenyl)amino]-5-(trifluoromethyl)pyrimidin-4-yl}amino)-6-(methylcarbamoyl)pyridin-2-yl]-1-(3-hydroxypropyl)-1H-pyrrole-2-carboxylate). The product is CC1=NN(C(=C1B1OC(C(O1)(C)C)(C)C)C)CCCO (3-[3,5-dimethyl-4-(4,4,5,5-tetramethyl-1,3,2-dioxaborolan-2-yl)-1H-pyrazol-1-yl]propan-1-ol). The yield is 100.2%. RXN SMILES: C([O:8][CH2:9][CH2:10][CH2:11][N:12]1[C:16]([CH3:17])=[C:15]([B:18]2[O:22][C:21]([CH3:24])([CH3:23])[C:20]([CH3:26])([CH3:25])[O:19]2)[C:14]([CH3:27])=[N:13]1)C1C=CC=CC=1.C(OP(CC1C=CC(NC2N=C(NC3C=CC(C4C=C(C(OC)=O)N(CCCO)C=4)=NC=3C(=O)NC)C(C(F)(F)F)=CN=2)=C(OC)C=1)(O)=O)C>>[CH3:27][C:14]1[C:15]([B:18]2[O:22][C:21]([CH3:23])([CH3:24])[C:20]([CH3:25])([CH3:26])[O:19]2)=[C:16]([CH3:17])[N:12]([CH2:11][CH2:10][CH2:9][OH:8])[N:13]=1. Procedure details: 1-[3-(Benzyloxy)propyl]-3,5-dimethyl-4-(4,4,5,5-tetramethyl-1,3,2-dioxaborolan-2-yl)-1H-pyrazole (Compound 43C, 560 mg, 1.5 mmol) was hydrogenated using the procedure from Compound 38A to afford 421 mg of the desired title compound (99%). 1H NMR (400 MHz, CD3OD) δ 4.08 (t, J=7.1 Hz, 2H), 3.50 (t, J=6.1 Hz, 2H), 2.40 (s, 3H), 2.27 (s, 3H), 1.95 (t, J=6.7 Hz, 2H), 1.30 (s, 12H). MS (ESI): m/z=280.37 [M+H]+. UPLC: tR=1.29 min (UPLC-TOF: polar—2 min). The reactants are C([O-])(O)=O.[Na+] (sodium bicarbonate), ClCC(=O)OC (methyl chloroacetate), Intermediate 11, FC=1C=C(N)C=C(C1)F (3,5-difluoroaniline), C([O-])(O)=O.[Na+] (sodium bicarbonate), ClCC(=O)OC (methyl chloroacetate). Conditions: time 60 hour. Yields the product COC(CNC1=CC(=CC(=C1)F)F)=O (N-(3,5-Difluorophenyl)glycine methyl ester). Reaction SMILES: [F:1][C:2]1[CH:3]=[C:4]([CH:6]=[C:7]([F:9])[CH:8]=1)[NH2:5].C(=O)(O)[O-].[Na+].Cl[CH2:16][C:17]([O:19][CH3:20])=[O:18]>>[CH3:20][O:19][C:17](=[O:18])[CH2:16][NH:5][C:4]1[CH:3]=[C:2]([F:1])[CH:8]=[C:7]([F:9])[CH:6]=1 |f:1.2|. Procedure: A suspension of 3,5-difluoroaniline (15.0 g) and sodium bicarbonate (19.5 g) in methyl chloroacetate (15.2 ml) was stirred at 80°-90° under nitrogen for 60 h. More sodium bicarbonate (4.88 g) and methyl chloroacetate (5.1 ml) were added, and the suspension was stirred at 80°-90° for a further 24 h. Work up according to the method of Intermediate 11 gave a solid (16 g) which was recrystallised from chloroform (10 ml) and n-hexane (120 ml) to give the title compound (8.34 g), m.p. 75°-77°. Solvent: C1CCOC1 (THF), C1CCOC1 (THF). Reactants: N (ammonia), C12(CC3CC(CC(C1)C3)C2)C=2C=C(C=CC2OCOCCOC)C#CC2=CC=C(C(=O)Cl)C=C2 (4-[3-(1-adamantyl)-4-methoxyethoxymethoxyphenylethynyl]benzoyl chloride), O (water). Conditions: time 3 hour. Procedure: 500 μl (9.1 mmol) of an aqueous ammonia solution (32%) and 20 ml of THF were introduced into a round-bottomed flask. A solution of 1.1 g (2.3 mmol) of 4-[3-(1-adamantyl)-4-methoxyethoxymethoxyphenylethynyl]benzoyl chloride dissolved in 30 ml of THF was added dropwise and stirring was carried out at room temperature for three hours. The reaction mixture was poured into water and extracted with ethyl acetate and the organic phase was separated by settling, dried over magnesium sulfate and evaporat... As a reaction SMILES: [NH3:1].[C:2]12([C:12]3[CH:13]=[C:14]([C:25]#[C:26][C:27]4[CH:35]=[CH:34][C:30]([C:31](Cl)=[O:32])=[CH:29][CH:28]=4)[CH:15]=[CH:16][C:17]=3[O:18][CH2:19][O:20][CH2:21][CH2:22][O:23][CH3:24])[CH2:11][CH:6]3[CH2:7][CH:8]([CH2:10][CH:4]([CH2:5]3)[CH2:3]1)[CH2:9]2.O>C1COCC1>[C:2]12([C:12]3[CH:13]=[C:14]([C:25]#[C:26][C:27]4[CH:35]=[CH:34][C:30]([C:31]([NH2:1])=[O:32])=[CH:29][CH:28]=4)[CH:15]=[CH:16][C:17]=3[O:18][CH2:19][O:20][CH2:21][CH2:22][O:23][CH3:24])[CH2:11][CH:6]3[CH2:7][CH:8]([CH2:10][CH:4]([CH2:5]3)[CH2:3]1)[CH2:9]2. The product is C12(CC3CC(CC(C1)C3)C2)C=2C=C(C=CC2OCOCCOC)C#CC2=CC=C(C(=O)N)C=C2 (4-[3-(1-adamantyl)-4-methoxyethoxymethoxyphenylethynyl]benzamide). Reactants: C1(CCCCC1)P(C1CCCCC1)C1CCCCC1 (tricyclohexylphosphine), COC1=CC=C(CCl)C=C1 (4-methoxybenzyl chloride), Cl[SiH](Cl)Cl (trichlorosilane). The product is COC1=CC=C(C[Si](Cl)(Cl)Cl)C=C1 ((4-methoxybenzyl)trichlorosilane). The yield is 45.0%. RXN SMILES: C1(P(C2CCCCC2)C2CCCCC2)CCCCC1.[CH3:20][O:21][C:22]1[CH:29]=[CH:28][C:25]([CH2:26]Cl)=[CH:24][CH:23]=1.[Cl:30][SiH:31]([Cl:33])[Cl:32]>>[CH3:20][O:21][C:22]1[CH:29]=[CH:28][C:25]([CH2:26][Si:31]([Cl:33])([Cl:32])[Cl:30])=[CH:24][CH:23]=1. Reported procedure: In the same apparatus and procedure as Example 1 above, 0.056 g (0.2 mmol) of tricyclohexylphosphine, 0.271 ml (2.0 mmol) of 4-methoxybenzyl chloride, and 1.00 ml (9.91 mmol) of trichlorosilane were reacted at 150° C. for 2 hrs. The resulting mixture was distilled to give 0.23 g of (4-methoxybenzyl)trichlorosilane (yield; 47%). Reactants: Cc1cc(C)c2c(C#N)c(C=CC(=O)O)n(C3CCCc4ccccc43)c2n1, O=C(Cl)C(=O)Cl, C1CCOC1, COc1ccc(N)cc1, CN(C)C=O, O, c1ccncc1. Product: COc1ccc(NC(=O)C=Cc2c(C#N)c3c(C)cc(C)nc3n2C2CCCc3ccccc32)cc1. RXN SMILES: [C:1](#[N:2])[c:3]1[c:4]([CH:24]=[CH:25][C:26](=[O:27])[OH:28])[n:5]([CH:14]2[CH2:15][CH2:16][CH2:17][c:18]3[cH:19][cH:20][cH:21][cH:22][c:23]32)[c:6]2[n:7][c:8]([CH3:13])[cH:9][c:10]([CH3:12])[c:11]12.[C:29]([Cl:30])(=[O:31])[C:32]([Cl:33])=[O:34].[CH2:50]1[O:51][CH2:52][CH2:53][CH2:54]1.[CH3:35][O:36][c:37]1[cH:38][cH:39][c:40]([NH2:43])[cH:41][cH:42]1.[O:56]=[CH:57][N:58]([CH3:59])[CH3:60].[OH2:55].[cH:44]1[cH:45][cH:46][n:47][cH:48][cH:49]1>>[C:1](#[N:2])[c:3]1[c:4]([CH:24]=[CH:25][C:26](=[O:27])[NH:43][c:40]2[cH:39][cH:38][c:37]([O:36][CH3:35])[cH:42][cH:41]2)[n:5]([CH:14]2[CH2:15][CH2:16][CH2:17][c:18]3[cH:19][cH:20][cH:21][cH:22][c:23]32)[c:6]2[n:7][c:8]([CH3:13])[cH:9][c:10]([CH3:12])[c:11]12. Reactants: Cl.C(C)N(CCCl)CC (2-diethylaminoethyl chloride hydrochloride), ice water, C([O-])([O-])=O.[K+].[K+] (potassium carbonate), C(C)OC(=O)C=1NC(=C2C=C(C=CC12)Cl)C1=CC=CC=C1 (5-chloro-3-phenylisoindole-1-carboxylic acid ethyl ester). Run in CS(=O)C (dimethylsulfoxide). Reaction conditions: time 18 hour. The product is Cl.C(C)OC(=O)C=1N(C(=C2C=C(C=CC12)Cl)C1=CC=CC=C1)CCN(CC)CC (5-chloro-2-[2-(diethylamino)ethyl]-3-phenylisoindole-1-carboxylic acid ethyl ester hydrochloride). Reaction SMILES: Cl.[CH2:2]([N:4]([CH2:8][CH3:9])[CH2:5][CH2:6][Cl:7])[CH3:3].C(=O)([O-])[O-].[K+].[K+].[CH2:16]([O:18][C:19]([C:21]1[NH:22][C:23]([C:31]2[CH:36]=[CH:35][CH:34]=[CH:33][CH:32]=2)=[C:24]2[C:29]=1[CH:28]=[CH:27][C:26]([Cl:30])=[CH:25]2)=[O:20])[CH3:17]>CS(C)=O>[ClH:7].[CH2:16]([O:18][C:19]([C:21]1[N:22]([CH2:3][CH2:2][N:4]([CH2:8][CH3:9])[CH2:5][CH3:6])[C:23]([C:31]2[CH:36]=[CH:35][CH:34]=[CH:33][CH:32]=2)=[C:24]2[C:29]=1[CH:28]=[CH:27][C:26]([Cl:30])=[CH:25]2)=[O:20])[CH3:17] |f:0.1,2.3.4,7.8|. Reported procedure: A solution of 5.2 g. of 2-diethylaminoethyl chloride hydrochloride in 35 ml. of dimethylsulfoxide is treated with 8.3 g. of finely ground dry potassium carbonate and stirred at room temperature for 15 minutes. Then, there are added thereto 3.0 g. of 5-chloro-3-phenylisoindole-1-carboxylic acid ethyl ester; the mixture is stirred intensively for 18 hours under an atmosphere of nitrogen at room temperature and subsequently poured onto 80 ml. of ice-water. After the addition of 5 g. of sodium chlor...